From a dataset of the Open Reaction Database (ORD), a public repository of structured organic reaction records. describe an organic reaction: reactants, conditions, products, and yield Starting materials: O=[N+]([O-])c1cccnc1CBr, Cc1ccc(O)cc1. Product: Cc1ccc(OCc2ncccc2[N+](=O)[O-])cc1. RXN SMILES: [Br:1][CH2:2][c:3]1[n:4][cH:5][cH:6][cH:7][c:8]1[N+:9](=[O:10])[O-:11].[CH3:12][c:13]1[cH:14][cH:15][c:16]([OH:17])[cH:18][cH:19]1>>[CH2:2]([c:3]1[n:4][cH:5][cH:6][cH:7][c:8]1[N+:9](=[O:10])[O-:11])[O:17][c:16]1[cH:15][cH:14][c:13]([CH3:12])[cH:19][cH:18]1. Yields the product CC1(COCOC1)COC(=O)C1(OC2=C(O1)C=CC(=C2)C[C@@H](C)NC[C@H](O)C2=CC(=CC=C2)Cl)C(=O)OCC2(COCOC2)C (5-{(2R)-2-[(2R)-2-(3-Chloro-phenyl)-2-hydroxy-ethylamino]-propyl}-benzo[1,3]dioxole-2,2-dicarboxylic aicd bis-(5-methyl-[1,3]dioxan-5-ylmethyl) ester). Procedure: The title compound was prepared from 5-{2-[2-(3-chloro-phenyl)-2-hydroxy-ethylamino]-propyl}-benzo[1,3]dioxole-2,2-dicarboxylic acid and 5-methyl-[1,3]dioxan-5-ylmethanol according to the procedure of Example 1 as an off-white solid; 1H NMR (DMSO-d6,400 MHz) 6 0.7 (s, 3H, CH3), 0.74 (s, 3H, CH3), 1.1 (d, J=6.59 Hz, 3H, CH3), 2.6 (m, 1H, CH), 3-3.3 (m, 8H, CH, CH2), 3.6-3.7 (m, 4H, CH2), 4.6-4.8 (m, 4H, CH2), 5.04 (m, 1H, CH), 6.34 (brs, 1H, OH), 6.84 (dd, J=8.13, 1.32 Hz, 1H, Ar--H), 7.07 (m, 2H... The reactants are Cl (HCl), ClC=1C=C(C=CC1)C(CNC(CC1=CC2=C(OC(O2)(C(=O)O)C(=O)O)C=C1)C)O (5-{2-[2-(3-chloro-phenyl)-2-hydroxy-ethylamino]-propyl}-benzo[1,3]dioxole-2,2-dicarboxylic acid), CC1(COCOC1)CO (5-methyl-[1,3]dioxan-5-ylmethanol), [K+].[Br-] (KBr). Reaction SMILES: [Cl:1][C:2]1[CH:3]=[C:4]([CH:8]([OH:29])[CH2:9][NH:10][CH:11]([CH3:28])[CH2:12][C:13]2[CH:27]=[CH:26][C:16]3[O:17][C:18]([C:23]([OH:25])=[O:24])([C:20]([OH:22])=[O:21])[O:19][C:15]=3[CH:14]=2)[CH:5]=[CH:6][CH:7]=1.[CH3:30][C:31]1([CH2:37]O)[CH2:36][O:35][CH2:34][O:33][CH2:32]1.[K+].[Br-].Cl>>[CH3:30][C:31]1([CH2:37][O:24][C:23]([C:18]2([C:20]([O:22][CH2:37][C:31]3([CH3:30])[CH2:32][O:33][CH2:34][O:35][CH2:36]3)=[O:21])[O:17][C:16]3[CH:26]=[CH:27][C:13]([CH2:12][C@H:11]([NH:10][CH2:9][C@@H:8]([C:4]4[CH:5]=[CH:6][CH:7]=[C:2]([Cl:1])[CH:3]=4)[OH:29])[CH3:28])=[CH:14][C:15]=3[O:19]2)=[O:25])[CH2:36][O:35][CH2:34][O:33][CH2:32]1 |f:2.3|. Starting materials: Cn1ccc(Br)cc1=O, O=C([O-])[O-], C1COCCO1, [Cs+], [Cs+], CC(c1ccc(B2OC(C)(C)C(C)(C)O2)cc1)N1CCC(CC(C)(C)O)(c2ccccc2)OC1=O. RXN SMILES: [Br:36][c:37]1[cH:38][c:39](=[O:44])[n:40]([CH3:43])[cH:41][cH:42]1.[C:45](=[O:46])([O-:47])[O-:48].[CH2:51]1[O:52][CH2:53][CH2:54][O:55][CH2:56]1.[Cs+:49].[Cs+:50].[OH:1][C:2]([CH2:3][C:4]1([c:28]2[cH:29][cH:30][cH:31][cH:32][cH:33]2)[CH2:5][CH2:6][N:7]([CH:11]([CH3:12])[c:13]2[cH:14][cH:15][c:16]([B:19]3[O:20][C:21]([CH3:22])([CH3:23])[C:24]([CH3:25])([CH3:26])[O:27]3)[cH:17][cH:18]2)[C:8](=[O:10])[O:9]1)([CH3:34])[CH3:35]>>[OH:1][C:2]([CH2:3][C:4]1([c:28]2[cH:29][cH:30][cH:31][cH:32][cH:33]2)[CH2:5][CH2:6][N:7]([CH:11]([CH3:12])[c:13]2[cH:14][cH:15][c:16](-[c:37]3[cH:38][c:39](=[O:44])[n:40]([CH3:43])[cH:41][cH:42]3)[cH:17][cH:18]2)[C:8](=[O:10])[O:9]1)([CH3:34])[CH3:35]. The product is CC(c1ccc(-c2ccn(C)c(=O)c2)cc1)N1CCC(CC(C)(C)O)(c2ccccc2)OC1=O. Procedure details: In the same manner as in Example 36 except that (2S,4S)-tolyl-skewphos was used as an asymmetric ligand instead of (2S,4S)-skewphos, benzyl 3-(2-methoxy-1-(phenylamino)ethylidene)-2-oxopyrrolidine-1-carboxylate was hydrogenated. Quantification by high performance liquid chromatography confirmed that the starting material, benzyl 3-(2-methoxy-1-(phenylamino)ethylidene)-2-oxopyrrolidine-1-carboxylate remained by 21%, the reaction intermediate, benzyl 3-(2-methoxy-1-(phenylamino)ethyl)-2-oxopyrroli... RXN SMILES: [CH3:1][O:2][CH2:3][C:4](=[C:12]1[CH2:16][CH2:15][N:14]([C:17]([O:19][CH2:20][C:21]2[CH:26]=[CH:25][CH:24]=[CH:23][CH:22]=2)=[O:18])[C:13]1=O)[NH:5][C:6]1[CH:11]=[CH:10][CH:9]=[CH:8][CH:7]=1.COCC(C1CCN(C(OCC2C=CC=CC=2)=O)C1=O)NC1C=CC=CC=1>>[CH3:1][O:2][CH2:3][C@H:4]1[C@H:12]2[CH2:16][CH2:15][N:14]([C:17]([O:19][CH2:20][C:21]3[CH:26]=[CH:25][CH:24]=[CH:23][CH:22]=3)=[O:18])[C@H:13]2[C:7]2[CH:8]=[CH:9][CH:10]=[CH:11][C:6]=2[NH:5]1. Yields the product resultant product, COC[C@@H]1NC=2C=CC=CC2[C@H]2[C@@H]1CCN2C(=O)OCC2=CC=CC=C2 ((3aR,4R,9bR)-benzyl 4-(methoxymethyl)-2,3,3a,4,5,9b-hexahydro-1H-pyrrolo[3,2-c]quinoline-1-carboxylate). Reactants: COCC(NC1=CC=CC=C1)C1C(N(CC1)C(=O)OCC1=CC=CC=C1)=O (benzyl 3-(2-methoxy-1-(phenylamino)ethyl)-2-oxopyrrolidine-1-carboxylate), COCC(NC1=CC=CC=C1)=C1C(N(CC1)C(=O)OCC1=CC=CC=C1)=O (benzyl 3-(2-methoxy-1-(phenylamino)ethylidene)-2-oxopyrrolidine-1-carboxylate), COCC(NC1=CC=CC=C1)=C1C(N(CC1)C(=O)OCC1=CC=CC=C1)=O (benzyl 3-(2-methoxy-1-(phenylamino)ethylidene)-2-oxopyrrolidine-1-carboxylate). The reactants are O=C([O-])O, ClCCl, OCC1CC2(c3ccccc3)NC1CCC2OCc1cc(C(F)(F)F)cc(C(F)(F)F)c1, [Na+], [Na+], O=S([O-])O. Yields the product O=CC1CC2(c3ccccc3)NC1CCC2OCc1cc(C(F)(F)F)cc(C(F)(F)F)c1. RXN SMILES: [C:38](=[O:39])([O-:40])[OH:41].[Cl:43][CH2:44][Cl:45].[F:1][C:2]([c:3]1[cH:4][c:5]([CH2:13][O:14][CH:15]2[C:16]3([c:25]4[cH:26][cH:27][cH:28][cH:29][cH:30]4)[CH2:17][CH:18]([CH2:23][OH:24])[CH:19]([CH2:20][CH2:21]2)[NH:22]3)[cH:6][c:7]([C:9]([F:10])([F:11])[F:12])[cH:8]1)([F:31])[F:32].[Na+:37].[Na+:42].[S:33]([O-:34])([OH:35])=[O:36]>>[F:1][C:2]([c:3]1[cH:4][c:5]([CH2:13][O:14][CH:15]2[C:16]3([c:25]4[cH:26][cH:27][cH:28][cH:29][cH:30]4)[CH2:17][CH:18]([CH:23]=[O:24])[CH:19]([CH2:20][CH2:21]2)[NH:22]3)[cH:6][c:7]([C:9]([F:10])([F:11])[F:12])[cH:8]1)([F:31])[F:32]. RXN SMILES: C([O:3][C:4]([C:6]1[S:10][C:9]([NH:11][C:12]([O:14][C:15]([CH3:18])([CH3:17])[CH3:16])=[O:13])=[N:8][C:7]=1[C:19]([F:22])([F:21])[F:20])=[O:5])C.[OH-].[K+].O.Cl>C1COCC1.C(O)C>[C:15]([O:14][C:12]([NH:11][C:9]1[S:10][C:6]([C:4]([OH:5])=[O:3])=[C:7]([C:19]([F:21])([F:22])[F:20])[N:8]=1)=[O:13])([CH3:18])([CH3:16])[CH3:17] |f:1.2|. Conditions: temperature 60 celsius. Run in C1CCOC1 (THF), C(C)O (ethanol). Starting materials: C(C)OC(=O)C1=C(N=C(S1)NC(=O)OC(C)(C)C)C(F)(F)F (2-tert-Butoxycarbonylamino-4-trifluoromethyl-thiazole-5-carboxylic acid ethyl ester), [OH-].[K+] (potassium hydroxide), Cl (HCl), O (water). Yield: 98.5%. Procedure: To a solution of 2-tert-Butoxycarbonylamino-4-trifluoromethyl-thiazole-5-carboxylic acid ethyl ester (6.67 g, 19.60 mmol) in THF (42 mL) and ethanol (63 mL) was added aqueous 6N potassium hydroxide (100 mL) cautiously at 25° C. and heated at 60° C. for 20 h. The reaction mixture was cooled to room temperature, added water (200 mL), cooled in an ice bath with stirring at 0° C., cautiously acidified to pH 1 with concentrated HCl and extracted with ethyl acetate (3×200 mL). The organic layers were ... Yields the product C(C)(C)(C)OC(=O)NC=1SC(=C(N1)C(F)(F)F)C(=O)O (2-tert-Butoxycarbonylamino-4-trifluoromethyl-thiazole-5-carboxylic acid). Starting materials: ClC1=CC=C(C=C1)N=C=O (4-chlorophenyl isocyanate), CC(C(C(=O)OC)NC(=O)C=1SC=C(N1)C1=CC=C(C=C1)[N+](=O)[O-])C (Methyl 3-methyl-2-(4-(4-nitrophenyl)thiazole-2-carboxamido)butanoate). Yields the product ClC1=CC=C(C=C1)NC(NC1=CC=C(C=C1)C=1N=C(SC1)C(=O)N[C@H](C(=O)OC)C(C)C)=O ((S)-Methyl 2-(4-(4-(3-(4-chlorophenyl)ureido)phenyl)thiazole-2-carboxamido)-3-methylbutanoate). Reaction SMILES: [Cl:1][C:2]1[CH:7]=[CH:6][C:5]([N:8]=[C:9]=[O:10])=[CH:4][CH:3]=1.[CH3:11][CH:12]([CH3:35])[CH:13]([NH:18][C:19]([C:21]1[S:22][CH:23]=[C:24]([C:26]2[CH:31]=[CH:30][C:29]([N+:32]([O-])=O)=[CH:28][CH:27]=2)[N:25]=1)=[O:20])[C:14]([O:16][CH3:17])=[O:15]>>[Cl:1][C:2]1[CH:7]=[CH:6][C:5]([NH:8][C:9](=[O:10])[NH:32][C:29]2[CH:30]=[CH:31][C:26]([C:24]3[N:25]=[C:21]([C:19]([NH:18][C@@H:13]([CH:12]([CH3:35])[CH3:11])[C:14]([O:16][CH3:17])=[O:15])=[O:20])[S:22][CH:23]=3)=[CH:27][CH:28]=2)=[CH:4][CH:3]=1. Procedure details: The title compound was synthesized analogous to Example 23, using 4-chlorophenyl isocyanate and intermediate 3. 1HNMR (DMSO-d6, 300 MHz): δ 8.912 (s, 1H), 8.870 (s, 1H), 8.820-8.792 (d, 1H), 8.318 (s, 1H), 8.052-8.024 (d, J=8.4 Hz, 2H), 7.590-7.561 (d, J=8.7 Hz, 2H), 7.521-7.492 (d, J=8.7 Hz, 2H), 7.356-7.326 (d, J=9 Hz, 2H), 4.395-4.343 (t, J=7.8 Hz, 1H), 3.700 (s, 3H), 2.319-2.273 (m, 1H), 1.000-0.953 (t, J=6.9, 7.2 Hz, 6H); MS (ESI) m/z 485 (M−H), 487 (M+H)+.